Dataset: the Open Reaction Database (ORD), a public repository of structured organic reaction records. Task: describe an organic reaction: reactants, conditions, products, and yield Reactants: CC(C)(C)O, CC(C)(C)OO, O. The product is CC(C)(C)OOC(C)(C)C. As a reaction SMILES: [C:1]([CH3:2])([CH3:3])([CH3:4])[OH:5].[C:6]([CH3:7])([CH3:8])([CH3:9])[O:10][OH:11].[OH2:12]>>[C:1]([CH3:2])([CH3:3])([CH3:4])[O:5][O:10][C:6]([CH3:7])([CH3:8])[CH3:9].